From a dataset of the Open Reaction Database (ORD), a public repository of structured organic reaction records. describe an organic reaction: reactants, conditions, products, and yield Starting materials: C1(CCCCC1)N(C(=O)Cl)C1CCCCC1 (dicyclohexyl carbamoyl chloride), N1=CC(=CC=C1)CNC(=O)N (1-(3-pyridylmethyl)urea). Yields the product C1(CCCCC1)N(C(=O)NC(=O)NCC=1C=NC=CC1)C1CCCCC1 (1,1-Bis-(cyclohexyl)-5-(3-pyridylmethyl) biuret). Reaction SMILES: [CH:1]1([N:7]([CH:11]2[CH2:16][CH2:15][CH2:14][CH2:13][CH2:12]2)[C:8](Cl)=[O:9])[CH2:6][CH2:5][CH2:4][CH2:3][CH2:2]1.[N:17]1[CH:22]=[CH:21][CH:20]=[C:19]([CH2:23][NH:24][C:25]([NH2:27])=[O:26])[CH:18]=1>>[CH:1]1([N:7]([CH:11]2[CH2:16][CH2:15][CH2:14][CH2:13][CH2:12]2)[C:8]([NH:27][C:25]([NH:24][CH2:23][C:19]2[CH:18]=[N:17][CH:22]=[CH:21][CH:20]=2)=[O:26])=[O:9])[CH2:6][CH2:5][CH2:4][CH2:3][CH2:2]1. Reported procedure: Prepared as described in General Procedure 1 using dicyclohexyl carbamoyl chloride and 1-(3-pyridylmethyl)urea. Starting materials: CC(Br)C(=O)OC(C)(C)C, O=C([O-])O, CC#N, CCOC(C)=O, [Na+], Cc1ccccc1C1NCCc2ccccc21. The product is Cc1ccccc1C1c2ccccc2CCN1C(C)C(=O)OC(C)(C)C. RXN SMILES: [C:18]([CH3:19])([CH3:20])([CH3:21])[O:22][C:23]([CH:24]([CH3:25])[Br:26])=[O:27].[C:37](=[O:38])([OH:39])[O-:40].[CH3:28][C:29]#[N:30].[CH3:31][CH2:32][O:33][C:34](=[O:35])[CH3:36].[Na+:41].[c:1]1([CH3:17])[c:2]([CH:7]2[NH:8][CH2:9][CH2:10][c:11]3[cH:12][cH:13][cH:14][cH:15][c:16]32)[cH:3][cH:4][cH:5][cH:6]1>>[c:1]1([CH3:17])[c:2]([CH:7]2[N:8]([CH:24]([C:23]([O:22][C:18]([CH3:19])([CH3:20])[CH3:21])=[O:27])[CH3:25])[CH2:9][CH2:10][c:11]3[cH:12][cH:13][cH:14][cH:15][c:16]32)[cH:3][cH:4][cH:5][cH:6]1. The reactants are [OH-].[Na+] (sodium hydroxide), CN(C=O)C (dimethylformamide), P(=O)(Cl)(Cl)Cl (Phosphorus oxychloride), N1C=C(C=2CCCCC12)CCC(=O)O (3-(4,5,6,7-tetrahydro-1H-indol-3-yl)-propionic acid). Solvent: ClCCl (dichloromethane), O (water). Run at temperature -9 celsius. Product: C(=O)C=1NC=2CCCCC2C1CCC(=O)O (3-(2-formyl-4,5,6,7-tetrahydro-1H-indol-3-yl)-propionic acid). Yield: 84.0%. As a reaction SMILES: CN(C)[CH:3]=[O:4].P(Cl)(Cl)(Cl)=O.[NH:11]1[C:19]2[CH2:18][CH2:17][CH2:16][CH2:15][C:14]=2[C:13]([CH2:20][CH2:21][C:22]([OH:24])=[O:23])=[CH:12]1.[OH-].[Na+]>O.ClCCl>[CH:3]([C:12]1[NH:11][C:19]2[CH2:18][CH2:17][CH2:16][CH2:15][C:14]=2[C:13]=1[CH2:20][CH2:21][C:22]([OH:24])=[O:23])=[O:4] |f:3.4|. Procedure details: A mixture of 24 g of dimethylformamide and 300 mL of dichloromethane was cooled to −9° C. Phosphorus oxychloride (50 g) was rapidly added via an addition funnel. 3-(4,5,6,7-tetrahydro-1H-indol-3-yl)-propionic acid (54.9 g) was added in portions with vigorous stirring. The mixture was warmed to room temperature and then refluxed for 10 minutes. It was then cooled to 5° C. and diluted with 300 mL of water. The pH was adjusted to 10 using 10N sodium hydroxide. The layers were separated. The aqueous... Reactants: FC(C(=O)OC)C(=O)OC (dimethyl α-fluoromalonate), C=O (formaldehyde), C([O-])(O)=O.[K+] (potassium bicarbonate), [Cl-].[NH4+] (ammonium chloride). Product: OCC(C(=O)OC)(C(=O)OC)F (dimethyl α-hydroxymethyl-α-fluoromalonate). RXN SMILES: [F:1][CH:2]([C:7]([O:9][CH3:10])=[O:8])[C:3]([O:5][CH3:6])=[O:4].C=O.[C:13](=O)(O)[O-:14].[K+].[Cl-].[NH4+]>>[OH:14][CH2:13][C:2]([F:1])([C:7]([O:9][CH3:10])=[O:8])[C:3]([O:5][CH3:6])=[O:4] |f:2.3,4.5|. Procedure details: 150 g (1 mol) of dimethyl α-fluoromalonate (see Journal of Fluorine Chemistry 25 (1984), 203-212) are added dropwise to a mixture of 96 g of a 35 percent strength by weight aqueous solution of formaldehyde (1.1 mol) and 10 g (0.1 mol) of potassium bicarbonate at a temperature of 25° C. in the course of one hour. The reaction solution is then mixed with four times the volume of a saturated aqueous ammonium chloride solution and the mixture is extracted three times with 150 ml of methylene chlorid... Reactants: F[C@H]1CN(CC1)C[C@@H]1CC[C@H](CC1)NC(OC(C)(C)C)=O (tert-butyl (trans-4-(((R)-3-fluoropyrrolidin-1-yl)methyl)cyclohexyl)carbamate), Cl (HCl), BrC=1C=C2C(=C(C=NC2=CC1)C(=O)C1CC1)Cl ((6-bromo-4-chloroquinolin-3-yl)(cyclopropyl)methanone), C(=O)([O-])[O-].[K+].[K+] (K2CO3), C(C)(C)N(C(C)C)CC (N,N-diisopropylethylamine), resultant suspension. Run in O1CCOCC1 (dioxane), C1CCOC1 (THF), O (water). Conditions: temperature 65 celsius. Yields the product BrC=1C=C2C(=C(C=NC2=CC1)C(=O)C1CC1)N[C@@H]1CC[C@H](CC1)CN1C[C@@H](CC1)F ((6-bromo-4-((trans-4-(((R)-3-fluoropyrrolidin-1-yl)methyl)cyclohexyl)amino) quinolin-3-yl)(cyclopropyl)methanone). The yield is 52.4%. Reaction SMILES: [F:1][C@@H:2]1[CH2:6][CH2:5][N:4]([CH2:7][C@H:8]2[CH2:13][CH2:12][C@H:11]([NH:14][C:15](=O)OC(C)(C)C)[CH2:10][CH2:9]2)[CH2:3]1.Cl.[Br:23][C:24]1[CH:25]=[C:26]2[C:31](=[CH:32][CH:33]=1)[N:30]=[CH:29][C:28]([C:34]([CH:36]1[CH2:38][CH2:37]1)=[O:35])=C2Cl.C([O-])([O-])=O.[K+].[K+].C(N(CC)C(C)C)(C)C>C1COCC1.O1CCOCC1.O>[Br:23][C:24]1[CH:33]=[C:32]2[C:31](=[CH:26][CH:25]=1)[N:30]=[CH:29][C:28]([C:34]([CH:36]1[CH2:38][CH2:37]1)=[O:35])=[C:15]2[NH:14][C@H:11]1[CH2:10][CH2:9][C@H:8]([CH2:7][N:4]2[CH2:5][CH2:6][C@@H:2]([F:1])[CH2:3]2)[CH2:13][CH2:12]1 |f:3.4.5|. Procedure details: To a solution of tert-butyl (trans-4-(((R)-3-fluoropyrrolidin-1-yl)methyl)cyclohexyl)carbamate (265 mg, 0.88 mmol) in THF (6 mL) was added aqueous 6N HCl (6 mL) and water (6 mL) and the reaction mixture was heated at 65° C. for 3 h. The reaction mixture was cooled to room temperature, diluted with satd. aq. sodium bicarbonate (50 mL) and 1 M aqueous sodium hydroxide (50 mL) and extracted with a mixture of CHCl3/isopropanol (3:1). The combined organic layers were dried over anhydrous sodium sulfa... Starting materials: CCO, N#CN1Cc2ccccc2-c2ccccc2C1. The product is CCOC(=N)N1Cc2ccccc2-c2ccccc2C1. As a reaction SMILES: [CH3:18][CH2:19][OH:20].[cH:1]1[cH:2][cH:3][cH:4][c:5]2[c:11]1-[c:10]1[c:9]([cH:15][cH:14][cH:13][cH:12]1)[CH2:8][N:7]([C:16]#[N:17])[CH2:6]2>>[cH:1]1[cH:2][cH:3][cH:4][c:5]2[c:11]1-[c:10]1[c:9]([cH:15][cH:14][cH:13][cH:12]1)[CH2:8][N:7]([C:16](=[NH:17])[O:20][CH2:19][CH3:18])[CH2:6]2. The reactants are O=CC1(Br)CC=CO1, O=Cc1ccc(-c2cc(C(F)(F)F)ccc2Cl)o1, O=C1CSC(=O)N1. Product: O=C1NC(=O)C(=Cc2ccc(-c3cc(C(F)(F)F)ccc3Cl)o2)S1. Reaction SMILES: [Br:19][C:20]1([CH:25]=[O:26])[O:21][CH:22]=[CH:23][CH2:24]1.[Cl:1][c:2]1[c:3](-[c:12]2[cH:13][cH:14][c:15]([CH:17]=[O:18])[o:16]2)[cH:4][c:5]([C:8]([F:9])([F:10])[F:11])[cH:6][cH:7]1.[S:27]1[C:28](=[O:33])[NH:29][C:30](=[O:32])[CH2:31]1>>[Cl:1][c:2]1[c:3](-[c:12]2[cH:13][cH:14][c:15]([CH:17]=[C:31]3[S:27][C:28](=[O:33])[NH:29][C:30]3=[O:32])[o:16]2)[cH:4][c:5]([C:8]([F:9])([F:10])[F:11])[cH:6][cH:7]1.